This data is from the Open Reaction Database (ORD), a public repository of structured organic reaction records. The task is: describe an organic reaction: reactants, conditions, products, and yield Starting materials: C(C=C)C=1C(=NC(=NC1Cl)Cl)NC1=CC=C(C=C1)Cl (5-Allyl-2,6-dichloro-N-(4-chlorophenyl)pyrimidin-4-amine), C[N+]1(CCOCC1)[O-] (4-methylmorpholine N-oxide). Reagents/catalysts: [Os](=O)(=O)(=O)=O (osmium tetroxide). The solvent is ClCCl (dichloromethane), ClCCl (dichloromethane). Conditions: time 24 hour. The product is ClC1=NC(=C(C(=N1)Cl)CC=O)NC1=CC=C(C=C1)Cl ({2,4-Dichloro-6-[(4-chlorophenyl)amino]pyrimidin-5yl}acetaldehyde). Reaction SMILES: [CH2:1]([C:4]1[C:5]([NH:12][C:13]2[CH:18]=[CH:17][C:16]([Cl:19])=[CH:15][CH:14]=2)=[N:6][C:7]([Cl:11])=[N:8][C:9]=1[Cl:10])[CH:2]=C.C[N+]1([O-])CC[O:24]CC1>ClCCl.[Os](=O)(=O)(=O)=O>[Cl:11][C:7]1[N:8]=[C:9]([Cl:10])[C:4]([CH2:1][CH:2]=[O:24])=[C:5]([NH:12][C:13]2[CH:18]=[CH:17][C:16]([Cl:19])=[CH:15][CH:14]=2)[N:6]=1. Procedure details: A solution of the product from step (i) (2 g) in dichloromethane (40 ml) was added to a solution of osmium tetroxide (1 ml, 2.5% wt in isopropylalcohol) and 4-methylmorpholine N-oxide (1.12 g) in dichloromethane (1 ml). After stirring at room temperature for 24 h the mixture was washed with water, aqueous sodium sulphite solution, dried (MgSO4) and evaporated under reduced pressure. The residue was dissolved in methanol (40 ml), cooled to 0° C. and lead tetraacetate (3.85 g) added. After 1 h the... The reactants are OC1CN(Cc2ccccc2)CCC1Cc1ccccc1, COC(C(=O)Cl)(c1ccccc1)C(F)(F)F. Yields the product COC(C(=O)OC1CN(Cc2ccccc2)CCC1Cc1ccccc1)(c1ccccc1)C(F)(F)F. RXN SMILES: [CH2:1]([c:2]1[cH:3][cH:4][cH:5][cH:6][cH:7]1)[N:8]1[CH2:9][CH:10]([OH:21])[CH:11]([CH2:14][c:15]2[cH:16][cH:17][cH:18][cH:19][cH:20]2)[CH2:12][CH2:13]1.[CH3:22][O:23][C:24]([C:25](=[O:26])[Cl:27])([C:28]([F:29])([F:30])[F:31])[c:32]1[cH:33][cH:34][cH:35][cH:36][cH:37]1>>[CH2:1]([c:2]1[cH:3][cH:4][cH:5][cH:6][cH:7]1)[N:8]1[CH2:9][CH:10]([O:21][C:25]([C:24]([O:23][CH3:22])([C:28]([F:29])([F:30])[F:31])[c:32]2[cH:33][cH:34][cH:35][cH:36][cH:37]2)=[O:26])[CH:11]([CH2:14][c:15]2[cH:16][cH:17][cH:18][cH:19][cH:20]2)[CH2:12][CH2:13]1. Reactants: Cl.NCC1=CC(=C(C(=O)O)C=C1)F (4-Aminomethyl-2-fluorobenzoic acid hydrochloride), CO (methanol), S(O)(O)(=O)=O (sulfuric acid). Product: NCC1=CC(=C(C(=O)OC)C=C1)F (methyl 4-aminomethyl-2-fluorobenzoate). As a reaction SMILES: Cl.[NH2:2][CH2:3][C:4]1[CH:12]=[CH:11][C:7]([C:8]([OH:10])=[O:9])=[C:6]([F:13])[CH:5]=1.S(=O)(=O)(O)O.[CH3:19]O>>[NH2:2][CH2:3][C:4]1[CH:12]=[CH:11][C:7]([C:8]([O:10][CH3:19])=[O:9])=[C:6]([F:13])[CH:5]=1 |f:0.1|. Reported procedure: 4-Aminomethyl-2-fluorobenzoic acid hydrochloride (500 mg) was dissolved in methanol (10 mL), concentrated sulfuric acid (6 μL) was added, and the mixture was stirred with heating under reflux for 9 hr. After completion of the reaction, the solvent was evaporated, saturated aqueous potassium carbonate solution was added, and the mixture was extracted with chloroform. The organic layer was dried over sodium sulfate, and the solvent was evaporated to give the title compound (181 mg). Starting materials: CCN=C=NCCCN(C)C (EDCI), C=1C=CC2=C(C1)N=NN2O (HOBt), CCN(C(C)C)C(C)C (DIPEA), CN1CCC(CC1)N1CCNCC1 (1-(1-methylpiperidin-4-yl)piperazine), C1(CC1)N(S(=O)(=O)C1=C(C=C(C=C1C)OC)C)CC=1OC=C(N1)C(=O)O (2-({Cyclopropyl[(4-methoxy-2,6-dimethylphenyl)sulfonyl]amino}methyl)-1,3-oxazole-4-carboxylic acid). Solvent: C(Cl)Cl (DCM), C(Cl)Cl (DCM), C(Cl)Cl (DCM). Reaction conditions: time 15 minute. Yields the product C1(CC1)N(S(=O)(=O)C1=C(C=C(C=C1C)OC)C)CC=1OC=C(N1)C(=O)N1CCN(CC1)C1CCN(CC1)C (N-Cyclopropyl-4-methoxy-2,6-dimethyl-N-[(4-{[4-(1-methylpiperidin-4-yl)piperazin-1-yl]carbonyl}-1,3-oxazol-2-yl)methyl]benzenesulfonamide). Reaction SMILES: [CH:1]1([N:4]([CH2:18][C:19]2[O:20][CH:21]=[C:22]([C:24]([OH:26])=O)[N:23]=2)[S:5]([C:8]2[C:13]([CH3:14])=[CH:12][C:11]([O:15][CH3:16])=[CH:10][C:9]=2[CH3:17])(=[O:7])=[O:6])[CH2:3][CH2:2]1.CCN=C=NCCCN(C)C.C1C=CC2N(O)N=NC=2C=1.CCN(C(C)C)C(C)C.[CH3:57][N:58]1[CH2:63][CH2:62][CH:61]([N:64]2[CH2:69][CH2:68][NH:67][CH2:66][CH2:65]2)[CH2:60][CH2:59]1>C(Cl)Cl>[CH:1]1([N:4]([CH2:18][C:19]2[O:20][CH:21]=[C:22]([C:24]([N:67]3[CH2:66][CH2:65][N:64]([CH:61]4[CH2:62][CH2:63][N:58]([CH3:57])[CH2:59][CH2:60]4)[CH2:69][CH2:68]3)=[O:26])[N:23]=2)[S:5]([C:8]2[C:13]([CH3:14])=[CH:12][C:11]([O:15][CH3:16])=[CH:10][C:9]=2[CH3:17])(=[O:6])=[O:7])[CH2:2][CH2:3]1. Reported procedure: 2-({Cyclopropyl[(4-methoxy-2,6-dimethylphenyl)sulfonyl]amino}methyl)-1,3-oxazole-4-carboxylic acid (100 mg, 0.26 mmol) was dissolved in DCM (15 mL) and EDCI (70 mg, 0.36 mmol), HOBt (53 mg, 0.39 mmol) and DIPEA (0.057 mL, 0.33 mmol) were added. The resulting solution was stirred for 15 min prior to the addition of 1-(1-methylpiperidin-4-yl)piperazine (57 mg, 0.31 mmol) dissolved in DCM (2 mL) and stirred at ambient temperature for 12 h. The reaction was diluted with DCM (20 mL) and washed with w... The reactants are O=C(Cl)c1ccccc1, Nc1cccc(S(=O)(=O)Nc2cccc(C(c3c(O)c4c(oc3=O)CCCCCC4)C3CC3)c2)c1, c1ccncc1. Yields the product NC(=O)c1ccccc1. Reaction SMILES: [C:36]([c:37]1[cH:38][cH:39][cH:40][cH:41][cH:42]1)(=[O:43])[Cl:44].[NH2:1][c:2]1[cH:3][c:4]([S:5]([NH:6][c:7]2[cH:8][cH:9][cH:10][c:11]([CH:12]([CH:13]3[CH2:14][CH2:15]3)[c:16]3[c:17](=[O:18])[o:19][c:20]4[c:27]([c:28]3[OH:29])[CH2:26][CH2:25][CH2:24][CH2:23][CH2:22][CH2:21]4)[cH:30]2)(=[O:31])=[O:32])[cH:33][cH:34][cH:35]1.[cH:45]1[cH:46][cH:47][n:48][cH:49][cH:50]1>>[NH2:1][C:36]([c:37]1[cH:38][cH:39][cH:40][cH:41][cH:42]1)=[O:43]. The reactants are C(C)(CC)N1N=C(C(=C1)C1=CC=[N+](C=C1)[O-])C=1SC(=CC1)Cl (4-[1-sec-butyl-3-(5-chloro-2-thienyl)-1H-pyrazol-4-yl]pyridine-N-oxide), P(=O)(Cl)(Cl)Cl (phosphorous oxychloride). Product: ClC1=NC=CC(=C1)C=1C(=NN(C1)C(C)CC)C=1SC(=CC1)Cl (2-Chloro-4-[1-sec-butyl-3-(5-chloro-2-thienyl)-1H-pyrazol-4-yl]pyridine). Isolated yield 29.0%. Reaction SMILES: [CH:1]([N:5]1[CH:9]=[C:8]([C:10]2[CH:15]=[CH:14][N+:13]([O-])=[CH:12][CH:11]=2)[C:7]([C:17]2[S:18][C:19]([Cl:22])=[CH:20][CH:21]=2)=[N:6]1)([CH2:3][CH3:4])[CH3:2].P(Cl)(Cl)([Cl:25])=O>>[Cl:25][C:14]1[CH:15]=[C:10]([C:8]2[C:7]([C:17]3[S:18][C:19]([Cl:22])=[CH:20][CH:21]=3)=[N:6][N:5]([CH:1]([CH2:3][CH3:4])[CH3:2])[CH:9]=2)[CH:11]=[CH:12][N:13]=1. Procedure details: 4-[1-sec-butyl-3-(5-chloro-2-thienyl)-1H-pyrazol-4-yl]pyridine-N-oxide (6.1 mmol) was stirred in 20 mL of phosphorous oxychloride at 120° C. for 5 h. The solvent was then evaporated and the residue was treated with methanol and evaporated again. The residue was purified by chromatography on silica gel (hepthane:ethyl acetate 5:1 to 3:1) to afford 623 mg of 2-Chloro-4-[1-sec-butyl-3-(5-chloro-2-thienyl)-1H-pyrazol-4-yl]pyridine (29% yield). The reactants are CC(C)(C)OC(=O)N1CCC(C=O)CC1, Cc1cccnc1CN, ClCCl. Yields the product Cc1cccnc1CNCC1CCN(C(=O)OC(C)(C)C)CC1. As a reaction SMILES: [C:1]([CH3:2])([CH3:3])([CH3:4])[O:5][C:6](=[O:7])[N:8]1[CH2:9][CH2:10][CH:11]([CH:14]=[O:15])[CH2:12][CH2:13]1.[CH3:16][c:17]1[c:18]([CH2:23][NH2:24])[n:19][cH:20][cH:21][cH:22]1.[Cl:25][CH2:26][Cl:27]>>[C:1]([CH3:2])([CH3:3])([CH3:4])[O:5][C:6](=[O:7])[N:8]1[CH2:9][CH2:10][CH:11]([CH2:14][NH:24][CH2:23][c:18]2[c:17]([CH3:16])[cH:22][cH:21][cH:20][n:19]2)[CH2:12][CH2:13]1. Starting materials: ClC1=CC=C(C=C1)[C@@H](C(=O)N1C(OC[C@@H]1C(C)C)=O)C ((4S)-3-[(2S)-2-(4-chlorophenyl) propanoyl]-4-isopropyl-1,3-oxazolidin-2-one), OO (H2O2), [Li+].[OH-] (LiOH). The solvent is C1CCOC1.O (THF H2O). Conditions: temperature 0 celsius, time 2 hour. Product: ClC1=CC=C(C=C1)[C@@H](C(=O)O)C ((2S)-2-(4-chlorophenyl)propanoic acid). Isolated yield 85.2%. Reaction SMILES: [Cl:1][C:2]1[CH:7]=[CH:6][C:5]([C@H:8]([CH3:20])[C:9](N2[C@@H](C(C)C)COC2=O)=[O:10])=[CH:4][CH:3]=1.[OH:21]O.[Li+].[OH-]>C1COCC1.O>[Cl:1][C:2]1[CH:3]=[CH:4][C:5]([C@H:8]([CH3:20])[C:9]([OH:10])=[O:21])=[CH:6][CH:7]=1 |f:2.3,4.5|. Procedure details: To a solution of (4S)-3-[(2S)-2-(4-chlorophenyl) propanoyl]-4-isopropyl-1,3-oxazolidin-2-one (678 mg, 2.30 mmol) in 45 mL THF/H2O (3:1) at 0° C., was added 30% H2O2 (2.1 mL, 18.4 mmol) followed by LiOH (193 mg, 4.6 mmol). The resulting mixture was stirred at 0° C. for 2 h and the excess peroxide was quenched at 0° C. with 1.5 N aqueous Na2SO3 (15 mL). After buffering to pH 9–10 with aqueous NaHCO3 and evaporation of the THF, the oxazolidone chiral auxiliary was recovered by EtOAc extraction (50 ... Starting materials: ClC1=CC2=C(SC3=C(C(C2)Cl)C=CC(=C3)C)C=C1 (2,10-dichloro-10,11-dihydro-7-methyl-dibenzo[b,f]-thiepin), CN1CCNCC1 (N-methylpiperazine). The solvent is C(Cl)(Cl)Cl (chloroform). Product: ClC1=CC2=C(SC3=C(C(C2)N2CCN(CC2)C)C=CC(=C3)C)C=C1 (1-(2-chloro-10,11-dihydro-7-methyl-dibenzo-[b,f]thiepin-10-yl)-4-methylpiperazine). As a reaction SMILES: [Cl:1][C:2]1[CH:18]=[CH:17][C:5]2[S:6][C:7]3[CH:15]=[C:14]([CH3:16])[CH:13]=[CH:12][C:8]=3[CH:9](Cl)[CH2:10][C:4]=2[CH:3]=1.[CH3:19][N:20]1[CH2:25][CH2:24][NH:23][CH2:22][CH2:21]1>C(Cl)(Cl)Cl>[Cl:1][C:2]1[CH:18]=[CH:17][C:5]2[S:6][C:7]3[CH:15]=[C:14]([CH3:16])[CH:13]=[CH:12][C:8]=3[CH:9]([N:23]3[CH2:24][CH2:25][N:20]([CH3:19])[CH2:21][CH2:22]3)[CH2:10][C:4]=2[CH:3]=1. Reported procedure: 12 G. of 2,10-dichloro-10,11-dihydro-7-methyl-dibenzo[b,f]-thiepin and 12.4 g. of N-methylpiperazine are dissolved in 310 ml. of chloroform and the solution heated at reflux for 16 hours. The cooled solution is washed with 2N sodium hydroxide and water. The organic phase is decanted and extracted with a dilute methanesulfonic acid solution. The acid solution is made alkaline earth sodium hydroxide and the oil that separates is taken up in ether. The organic phase is washed with water, dried over... The reactants are ice H2O, CC(C)OC1=C(C(C1=O)=O)[Sn](CCCC)(CCCC)CCCC (4-(2-propoxy)-3-(tri-n-butylstannyl)-cyclobut-3-ene-1,2-dione), CN1CCNCC1 (1-Methylpiperazine). The solvent is C(C)OCC (diethyl ether). Run at time 1 hour. The product is CN1CCN(CC1)C1=C(C(C1=O)=O)[Sn](CCCC)(CCCC)CCCC (4-(4-Methylpiperazinyl)-3-(tri-n-butylstannyl)-cyclobut-3-ene-1,2-dione). Yield: 75.9%. RXN SMILES: [CH3:1][N:2]1[CH2:7][CH2:6][NH:5][CH2:4][CH2:3]1.CC([O:11][C:12]1[C:15](=[O:16])[C:14](=O)[C:13]=1[Sn:18]([CH2:27][CH2:28][CH2:29][CH3:30])([CH2:23][CH2:24][CH2:25][CH3:26])[CH2:19][CH2:20][CH2:21][CH3:22])C>C(OCC)C>[CH3:1][N:2]1[CH2:7][CH2:6][N:5]([C:14]2[C:15](=[O:16])[C:12](=[O:11])[C:13]=2[Sn:18]([CH2:23][CH2:24][CH2:25][CH3:26])([CH2:27][CH2:28][CH2:29][CH3:30])[CH2:19][CH2:20][CH2:21][CH3:22])[CH2:4][CH2:3]1. Reported procedure: 1-Methylpiperazine (0.65 g, 6.49 mmols) was added to a stirred, cooled (ice/H2O bath) solution of 4-(2-propoxy)-3-(tri-n-butylstannyl)-cyclobut-3-ene-1,2-dione (2.53 g, 5.90 mmols) in diethyl ether (80 mL). Stirring was continued with cooling for 1 hr and then at ambient temperatures for 1 hr. The mixture was concentrated and the residue chromatographed on SiO2 with ethyl acetate-methylene chloride (35:65) to afford the title compound (2.1 g, 76% yield) as a golden viscous oil.